From a dataset of the Open Reaction Database (ORD), a public repository of structured organic reaction records. describe an organic reaction: reactants, conditions, products, and yield The reactants are O=C1COCCN1c1ccc(Br)cc1, CC(=O)[O-], Cl, [K+], O=C(NC1CN2CCC1CC2)c1cc2cccc(Br)c2o1, [Na+], [Na+], O=C([O-])[O-], CN(C)C=O. The product is Cl, O=C(NC1CN2CCC1CC2)c1cc2cccc(-c3ccc(N4CCOCC4=O)cc3)c2o1. As a reaction SMILES: [Br:1][c:2]1[cH:3][cH:4][c:5]([N:8]2[C:9](=[O:14])[CH2:10][O:11][CH2:12][CH2:13]2)[cH:6][cH:7]1.[CH3:16][C:17](=[O:18])[O-:19].[ClH:20].[K+:15].[N:21]12[CH2:22][CH:23]([NH:29][C:30](=[O:31])[c:32]3[o:33][c:34]4[c:35]([cH:36]3)[cH:37][cH:38][cH:39][c:40]4[Br:41])[CH:24]([CH2:25][CH2:26]1)[CH2:27][CH2:28]2.[Na+:42].[Na+:43].[O-:44][C:45](=[O:46])[O-:47].[O:48]=[CH:49][N:50]([CH3:51])[CH3:52]>>[ClH:20].[c:2]1(-[c:40]2[c:34]3[o:33][c:32]([C:30]([NH:29][CH:23]4[CH2:22][N:21]5[CH2:26][CH2:25][CH:24]4[CH2:27][CH2:28]5)=[O:31])[cH:36][c:35]3[cH:37][cH:38][cH:39]2)[cH:3][cH:4][c:5]([N:8]2[C:9](=[O:14])[CH2:10][O:11][CH2:12][CH2:13]2)[cH:6][cH:7]1. Starting materials: N1(CCCCC1)CC1=CC(=NC=C1)OCCCCCNC(CSCCO)=O (N-[5-(4-piperidinomethyl-2-pyridyloxy)pentyl]-2-(2-hydroxyethylthio)acetamide), C(C)(=O)OC(C)=O (acetic anhydride). Product: N1(CCCCC1)CC1=CC(=NC=C1)OCCCCCNC(CSCCOC(C)=O)=O (N-[5-(4-Piperidinomethyl-2-pyridyloxy)pentyl]-2-(2-acetoxyethylthio)acetamide). The yield is 90.0%. RXN SMILES: [N:1]1([CH2:7][C:8]2[CH:13]=[CH:12][N:11]=[C:10]([O:14][CH2:15][CH2:16][CH2:17][CH2:18][CH2:19][NH:20][C:21](=[O:27])[CH2:22][S:23][CH2:24][CH2:25][OH:26])[CH:9]=2)[CH2:6][CH2:5][CH2:4][CH2:3][CH2:2]1.[C:28](OC(=O)C)(=[O:30])[CH3:29]>>[N:1]1([CH2:7][C:8]2[CH:13]=[CH:12][N:11]=[C:10]([O:14][CH2:15][CH2:16][CH2:17][CH2:18][CH2:19][NH:20][C:21](=[O:27])[CH2:22][S:23][CH2:24][CH2:25][O:26][C:28](=[O:30])[CH3:29])[CH:9]=2)[CH2:6][CH2:5][CH2:4][CH2:3][CH2:2]1. Reported procedure: Following a procedure similar to that described in Example 67(c), but using N-[5-(4-piperidinomethyl-2-pyridyloxy)pentyl]-2-(2-hydroxyethylthio)acetamide [prepared as described in step (a) above] and acetic anhydride as starting materials, in relative proportions similar to those used in that Example, the title compound was obtained as an oil in a 90% yield. The reactants are CC(C)(C)Oc1cnccn1, [Li]CCCC, CC1(C)CCCC(C)(C)N1, CCOC(C)=O, C1CCOC1, O. The product is CC(C)(C)Oc1nccnc1C=O. As a reaction SMILES: [C:16]([CH3:17])([CH3:18])([CH3:19])[O:20][c:21]1[n:22][cH:23][cH:24][n:25][cH:26]1.[CH2:11]([Li:12])[CH2:13][CH2:14][CH3:15].[CH3:1][C:2]1([CH3:3])[CH2:4][CH2:5][CH2:6][C:7]([CH3:8])([CH3:9])[NH:10]1.[CH3:33][CH2:34][O:35][C:36](=[O:37])[CH3:38].[O:28]1[CH2:29][CH2:32][CH2:31][CH2:30]1.[OH2:27]>>[C:16]([CH3:17])([CH3:18])([CH3:19])[O:20][c:21]1[n:22][cH:23][cH:24][n:25][c:26]1[CH:29]=[O:28]. The reactants are COc1nc(OC)nc([N+]2(C)CCOCC2)n1, [Cl-], Cl, CS(=O)(=O)Nc1c(F)cc(CN)cc1C#N, O=C(O)C=Cc1ccc(C(F)(F)F)nc1Oc1ccccc1, O. Product: CS(=O)(=O)Nc1c(F)cc(CNC(=O)C=Cc2ccc(C(F)(F)F)nc2Oc2ccccc2)cc1C#N. Reaction SMILES: [CH3:20][O:21][c:22]1[n:23][c:24]([O:25][CH3:26])[n:27][c:28]([N+:29]2([CH3:30])[CH2:31][CH2:32][O:33][CH2:34][CH2:35]2)[n:36]1.[Cl-:19].[ClH:17].[NH2:1][CH2:2][c:3]1[cH:4][c:5]([F:16])[c:6]([NH:11][S:12](=[O:13])(=[O:14])[CH3:15])[c:7]([C:9]#[N:10])[cH:8]1.[O:37]([c:38]1[cH:39][cH:40][cH:41][cH:42][cH:43]1)[c:44]1[n:45][c:46]([C:55]([F:56])([F:57])[F:58])[cH:47][cH:48][c:49]1[CH:50]=[CH:51][C:52](=[O:53])[OH:54].[OH2:18]>>[NH:1]([CH2:2][c:3]1[cH:4][c:5]([F:16])[c:6]([NH:11][S:12](=[O:13])(=[O:14])[CH3:15])[c:7]([C:9]#[N:10])[cH:8]1)[C:52]([CH:51]=[CH:50][c:49]1[c:44]([O:37][c:38]2[cH:39][cH:40][cH:41][cH:42][cH:43]2)[n:45][c:46]([C:55]([F:56])([F:57])[F:58])[cH:47][cH:48]1)=[O:53]. The reactants are FC1=C(C=2CCC(N3C=C(C(C(C23)=C1)=O)C(=O)O)C)Br (9-fluoro-8-bromo-5-methyl-6,7-dihydro-1-oxo-1H,5H-benzo[ij]quinolizine-2-carboxylic acid), N1CCCCC1 (piperidine). Solvent: CN(P(N(C)C)(N(C)C)=O)C (hexamethylphosphoric triamide). Conditions: temperature 160 celsius, time 5.5 hour. Product: FC1=C(C=2CCC(N3C=C(C(C(C23)=C1)=O)C(=O)O)C)N1CCCCC1 (9-fluoro-8-(1-piperidyl)-5-methyl-6,7-dihydro-1-oxo-1H,5H-benzo[ij]quinolizine-2-carboxylic acid). Yield: 11.3%. RXN SMILES: [F:1][C:2]1[CH:14]=[C:12]2[C:13]3[N:8]([CH:9]=[C:10]([C:16]([OH:18])=[O:17])[C:11]2=[O:15])[CH:7]([CH3:19])[CH2:6][CH2:5][C:4]=3[C:3]=1Br.[NH:21]1[CH2:26][CH2:25][CH2:24][CH2:23][CH2:22]1>CN(C)P(=O)(N(C)C)N(C)C>[F:1][C:2]1[CH:14]=[C:12]2[C:13]3[N:8]([CH:9]=[C:10]([C:16]([OH:18])=[O:17])[C:11]2=[O:15])[CH:7]([CH3:19])[CH2:6][CH2:5][C:4]=3[C:3]=1[N:21]1[CH2:26][CH2:25][CH2:24][CH2:23][CH2:22]1. Reported procedure: In a 200 ml autoclave were placed 5 g of 9-fluoro-8-bromo-5-methyl-6,7-dihydro-1-oxo-1H,5H-benzo[ij]quinolizine-2-carboxylic acid, 5 g of piperidine and 45 ml of hexamethylphosphoric triamide and the mixture was stirred at 160° C. After 5.5 hours, the temperature was lowered to room temperature and disappearance of the starting materials was confirmed by thin layer chromatography followed by removing hexamethylphosphoric triamide using a vacuum pump (120° C./2 mm Hg). To the residue was added se... Starting materials: CCc1cccc(CC)c1-c1cc(CCC(C)(C)O[Si](C)(C)C(C)(C)C)c(CN(C)C2CCCc3ccccc32)c(C)n1, C1CCOC1, CCCC[N+](CCCC)(CCCC)CCCC, [F-]. The product is CCc1cccc(CC)c1-c1cc(CCC(C)(C)O)c(CN(C)C2CCCc3ccccc32)c(C)n1. Reaction SMILES: [C:1]([Si:2]([CH3:3])([CH3:4])[O:6][C:7]([CH2:8][CH2:9][c:10]1[c:11]([CH2:27][N:28]([CH:29]2[CH2:30][CH2:31][CH2:32][c:33]3[cH:34][cH:35][cH:36][cH:37][c:38]32)[CH3:39])[c:12]([CH3:26])[n:13][c:14](-[c:16]2[c:17]([CH2:24][CH3:25])[cH:18][cH:19][cH:20][c:21]2[CH2:22][CH3:23])[cH:15]1)([CH3:40])[CH3:41])([CH3:5])([CH3:42])[CH3:43].[CH2:62]1[O:63][CH2:64][CH2:65][CH2:66]1.[CH3:45][CH2:46][CH2:47][CH2:48][N+:49]([CH2:50][CH2:51][CH2:52][CH3:53])([CH2:54][CH2:55][CH2:56][CH3:57])[CH2:58][CH2:59][CH2:60][CH3:61].[F-:44]>>[OH:6][C:7]([CH2:8][CH2:9][c:10]1[c:11]([CH2:27][N:28]([CH:29]2[CH2:30][CH2:31][CH2:32][c:33]3[cH:34][cH:35][cH:36][cH:37][c:38]32)[CH3:39])[c:12]([CH3:26])[n:13][c:14](-[c:16]2[c:17]([CH2:24][CH3:25])[cH:18][cH:19][cH:20][c:21]2[CH2:22][CH3:23])[cH:15]1)([CH3:40])[CH3:41].